This data is from the Open Reaction Database (ORD), a public repository of structured organic reaction records. The task is: describe an organic reaction: reactants, conditions, products, and yield The reactants are NC=1C=C(C(=O)OC)C=CC1C (methyl 3-amino-4-methylbenzoate), N1C=2N(CCC1)CCCN2 (2,3,4,6,7,8-hexahydro-1H-pyrimido[1,2-a]pyrimidine), CN1CCN(CC1)C1=C(C=CC=C1)CN ((2-(4-methylpiperazin-1-yl)phenyl)methanamine). The solvent is C1(=CC=CC=C1)C (toluene), CCOC(=O)C (EtOAc). The product is NC=1C=C(C(=O)NCC2=C(C=CC=C2)N2CCN(CC2)C)C=CC1C (3-Amino-4-methyl-N-(2-(4-methylpiperazin-1-yl)benzyl)benzamide). As a reaction SMILES: [NH2:1][C:2]1[CH:3]=[C:4]([CH:9]=[CH:10][C:11]=1[CH3:12])[C:5]([O:7]C)=O.N1CCCN2CCCN=C12.[CH3:23][N:24]1[CH2:29][CH2:28][N:27]([C:30]2[CH:35]=[CH:34][CH:33]=[CH:32][C:31]=2[CH2:36][NH2:37])[CH2:26][CH2:25]1>C1(C)C=CC=CC=1.CCOC(C)=O>[NH2:1][C:2]1[CH:3]=[C:4]([CH:9]=[CH:10][C:11]=1[CH3:12])[C:5]([NH:37][CH2:36][C:31]1[CH:32]=[CH:33][CH:34]=[CH:35][C:30]=1[N:27]1[CH2:26][CH2:25][N:24]([CH3:23])[CH2:29][CH2:28]1)=[O:7]. Reported procedure: A solution of methyl 3-amino-4-methylbenzoate (commercially available) (1.609 g, 9.74 mmol), TBD (2,3,4,6,7,8-hexahydro-1H-pyrimido[1,2-a]pyrimidine) (0.678 g, 4.87 mmol) and (2-(4-methylpiperazin-1-yl)phenyl)methanamine (commercially available) (2 g, 9.74 mmol) in toluene (30 ml) was heated at reflux overnight. The reaction mixture was diluted with EtOAc and washed with sat.NaHCO3 and water. The organic portion was separated, dried (MgSO4) and concentrated in vacuo. The product was purified by ... Reactants: C(C)(C)(C)C=1C=C(C(=O)Cl)C=CC1O[Si](C)(C)C(C)(C)C (3-tert-butyl-4-(tert-butyldimethylsilyloxy)benzoyl chloride), OCC1=CC=C(C(=O)OCC=C)C=C1 (allyl 4-hydroxymethylbenzoate), allyl ester. Product: C(C)(C)(C)C=1C=C(C(=O)OCC2=CC=C(C(=O)OCC=C)C=C2)C=CC1O[Si](C)(C)C(C)(C)C (Allyl 4-[3-tert-butyl-4-(tert-butyldimethylsilyloxy) benzoyloxymethyl]benzoate). RXN SMILES: [C:1]([C:5]1[CH:6]=[C:7]([CH:11]=[CH:12][C:13]=1[O:14][Si:15]([C:18]([CH3:21])([CH3:20])[CH3:19])([CH3:17])[CH3:16])[C:8](Cl)=[O:9])([CH3:4])([CH3:3])[CH3:2].[OH:22][CH2:23][C:24]1[CH:35]=[CH:34][C:27]([C:28]([O:30][CH2:31][CH:32]=[CH2:33])=[O:29])=[CH:26][CH:25]=1>>[C:1]([C:5]1[CH:6]=[C:7]([CH:11]=[CH:12][C:13]=1[O:14][Si:15]([C:18]([CH3:21])([CH3:20])[CH3:19])([CH3:17])[CH3:16])[C:8]([O:22][CH2:23][C:24]1[CH:25]=[CH:26][C:27]([C:28]([O:30][CH2:31][CH:32]=[CH2:33])=[O:29])=[CH:34][CH:35]=1)=[O:9])([CH3:4])([CH3:3])[CH3:2]. Procedure details: In a manner similar to Example 1(d), by reaction of 4.9 g (15 mmol) of 3-tert-butyl-4-(tert-butyldimethylsilyloxy)benzoyl chloride with 2.9 g (15 mmol) of allyl 4-hydroxymethylbenzoate, 4.1 g (60%) of the allyl ester are obtained in the form of a slightly yellow oil. Starting materials: O=[O+][O-] (ozone), CSC (dimethyl sulfide), FC(C(=O)O)(F)F (Trifluoroacetic acid), CN(C(C)CC(C(CCCC=C)=O)(C1=CC=CC=C1)C1=CC=CC=C1)C (2-dimethylamino-4,4-diphenyl-9-decene-5-one). The solvent is CO (methanol), CO (methanol). Run at temperature -20 celsius. The product is CN(C(C=O)CC(C(CCCC)=O)(C1=CC=CC=C1)C1=CC=CC=C1)C (2-dimethylamino-4,4-diphenyl-5-oxo-nonanal). As a reaction SMILES: FC(F)(F)C(O)=[O:4].[CH3:8][N:9]([CH3:33])[CH:10]([CH2:12][C:13]([C:27]1[CH:32]=[CH:31][CH:30]=[CH:29][CH:28]=1)([C:21]1[CH:26]=[CH:25][CH:24]=[CH:23][CH:22]=1)[C:14](=[O:20])[CH2:15][CH2:16][CH2:17][CH:18]=C)[CH3:11].O=[O+][O-].CSC>CO>[CH3:8][N:9]([CH3:33])[CH:10]([CH2:12][C:13]([C:21]1[CH:26]=[CH:25][CH:24]=[CH:23][CH:22]=1)([C:27]1[CH:32]=[CH:31][CH:30]=[CH:29][CH:28]=1)[C:14](=[O:20])[CH2:15][CH2:16][CH2:17][CH3:18])[CH:11]=[O:4]. Procedure: Trifluoroacetic acid (1 ml) was added to a solution of 2-dimethylamino-4,4-diphenyl-9-decene-5-one (270 mg) in methanol (5 ml) to adjust the pH to 2.0. The solution was rotary evaporated, and the residue was taken up in methanol. A gentle stream of ozone was passed through the solution at -78° C., until the color turned to sky blue. The reaction was warmed to -20° C., and dimethyl sulfide (3 ml) was added. Rotary evaporation of the solution gave a crude material which was flash-chromatographed o...